This data is from the Open Reaction Database (ORD), a public repository of structured organic reaction records. The task is: describe an organic reaction: reactants, conditions, products, and yield Reported procedure: (S)-2-(1-Amino-3-(benzyloxy)propyl)-3-(3,5-difluorophenyl)-4-oxo-3,4-dihydropyrrolo[2,1-f][1,2,4]triazine-5-carbonitrile (51 mg, 0.12 mmol) was treated with 6-chloro-5-iodopyrimidin-4-amine (50 mg, 0.2 mmol), cesium fluoride (55 mg, 0.36 mmol) and N,N-diisopropylethylamine (170 μl, 0.98 mmol) according to the method of Preparation 13. The residue was purified by reverse phase using SP1® Purification System to give 12 mg (16% yield) of the title compound. RXN SMILES: [NH2:1][C@H:2]([C:13]1[N:18]([C:19]2[CH:24]=[C:23]([F:25])[CH:22]=[C:21]([F:26])[CH:20]=2)[C:17](=[O:27])[C:16]2=[C:28]([C:31]#[N:32])[CH:29]=[CH:30][N:15]2[N:14]=1)[CH2:3][CH2:4][O:5][CH2:6][C:7]1[CH:12]=[CH:11][CH:10]=[CH:9][CH:8]=1.Cl[C:34]1[N:39]=[CH:38][N:37]=[C:36]([NH2:40])[C:35]=1[I:41].[F-].[Cs+].C(N(CC)C(C)C)(C)C>>[NH2:40][C:36]1[N:37]=[CH:38][N:39]=[C:34]([NH:1][C@H:2]([C:13]2[N:18]([C:19]3[CH:20]=[C:21]([F:26])[CH:22]=[C:23]([F:25])[CH:24]=3)[C:17](=[O:27])[C:16]3=[C:28]([C:31]#[N:32])[CH:29]=[CH:30][N:15]3[N:14]=2)[CH2:3][CH2:4][O:5][CH2:6][C:7]2[CH:8]=[CH:9][CH:10]=[CH:11][CH:12]=2)[C:35]=1[I:41] |f:2.3|. Isolated yield 15.3%. The product is NC1=C(C(=NC=N1)N[C@@H](CCOCC1=CC=CC=C1)C1=NN2C(C(N1C1=CC(=CC(=C1)F)F)=O)=C(C=C2)C#N)I ((S)-2-(1-((6-Amino-5-iodopyrimidin-4-yl)amino)-3-(benzyloxy)propyl)-3-(3,5-difluorophenyl)-4-oxo-3,4-dihydropyrrolo[2,1-f][1,2,4]triazine-5-carbonitrile). Reactants: N[C@@H](CCOCC1=CC=CC=C1)C1=NN2C(C(N1C1=CC(=CC(=C1)F)F)=O)=C(C=C2)C#N ((S)-2-(1-Amino-3-(benzyloxy)propyl)-3-(3,5-difluorophenyl)-4-oxo-3,4-dihydropyrrolo[2,1-f][1,2,4]triazine-5-carbonitrile), ClC1=C(C(=NC=N1)N)I (6-chloro-5-iodopyrimidin-4-amine), [F-].[Cs+] (cesium fluoride), C(C)(C)N(C(C)C)CC (N,N-diisopropylethylamine). The reactants are O=C([O-])[O-], CC(=O)[O-], CC(=O)[O-], Cc1ccccc1, Cl, [Cs+], [Cs+], Fc1ccc(I)cc1, COC(=O)c1ccc(COc2ccccc2)cc1N, [Pd+2]. Product: COC(=O)c1ccc(COc2ccccc2)cc1Nc1ccc(F)cc1. RXN SMILES: [C:21](=[O:22])([O-:23])[O-:24].[C:35]([O-:36])(=[O:37])[CH3:38].[C:40]([O-:41])(=[O:42])[CH3:43].[CH3:44][c:45]1[cH:46][cH:47][cH:48][cH:49][cH:50]1.[ClH:1].[Cs+:25].[Cs+:26].[F:27][c:28]1[cH:29][cH:30][c:31]([I:34])[cH:32][cH:33]1.[NH2:2][c:3]1[c:4]([C:5](=[O:6])[O:7][CH3:8])[cH:9][cH:10][c:11]([CH2:13][O:14][c:15]2[cH:16][cH:17][cH:18][cH:19][cH:20]2)[cH:12]1.[Pd+2:39]>>[NH:2]([c:3]1[c:4]([C:5](=[O:6])[O:7][CH3:8])[cH:9][cH:10][c:11]([CH2:13][O:14][c:15]2[cH:16][cH:17][cH:18][cH:19][cH:20]2)[cH:12]1)[c:31]1[cH:30][cH:29][c:28]([F:27])[cH:33][cH:32]1. Starting materials: Cn1nnnc1C(=NOCc1csc(Br)n1)c1ccccc1, O=C([O-])[O-], CCO, CCCCC=CB(O)O, [Na+], [Na+], O, Cc1ccccc1, c1ccc(P(c2ccccc2)(c2ccccc2)[Pd](P(c2ccccc2)(c2ccccc2)c2ccccc2)(P(c2ccccc2)(c2ccccc2)c2ccccc2)P(c2ccccc2)(c2ccccc2)c2ccccc2)cc1. Yields the product CCCCC=Cc1nc(CON=C(c2ccccc2)c2nnnn2C)cs1. Reaction SMILES: [Br:1][c:2]1[s:3][cH:4][c:5]([CH2:7][O:8][N:9]=[C:10]([c:11]2[cH:12][cH:13][cH:14][cH:15][cH:16]2)[c:17]2[n:18][n:19][n:20][n:21]2[CH3:22])[n:6]1.[C:32](=[O:33])([O-:34])[O-:35].[CH2:116]([OH:117])[CH3:118].[CH:23](=[CH:24][CH2:25][CH2:26][CH2:27][CH3:28])[B:29]([OH:30])[OH:31].[Na+:36].[Na+:37].[OH2:115].[c:119]1([CH3:120])[cH:121][cH:122][cH:123][cH:124][cH:125]1.[cH:38]1[cH:39][cH:40][c:41]([P:42]([Pd:43]([P:44]([c:45]2[cH:46][cH:47][cH:48][cH:49][cH:50]2)([c:51]2[cH:52][cH:53][cH:54][cH:55][cH:56]2)[c:57]2[cH:58][cH:59][cH:60][cH:61][cH:62]2)([P:63]([c:64]2[cH:65][cH:66][cH:67][cH:68][cH:69]2)([c:70]2[cH:71][cH:72][cH:73][cH:74][cH:75]2)[c:76]2[cH:77][cH:78][cH:79][cH:80][cH:81]2)[P:82]([c:83]2[cH:84][cH:85][cH:86][cH:87][cH:88]2)([c:89]2[cH:90][cH:91][cH:92][cH:93][cH:94]2)[c:95]2[cH:96][cH:97][cH:98][cH:99][cH:100]2)([c:101]2[cH:102][cH:103][cH:104][cH:105][cH:106]2)[c:107]2[cH:108][cH:109][cH:110][cH:111][cH:112]2)[cH:113][cH:114]1>>[c:2]1([CH:23]=[CH:24][CH2:25][CH2:26][CH2:27][CH3:28])[s:3][cH:4][c:5]([CH2:7][O:8][N:9]=[C:10]([c:11]2[cH:12][cH:13][cH:14][cH:15][cH:16]2)[c:17]2[n:18][n:19][n:20][n:21]2[CH3:22])[n:6]1. The reactants are [Cl-].C(C)OC1=C(C=C(C(=C1)SC1=CC=C(C=C1)C)OCC)[N+]#N (2,5-diethoxy-4-p-tolylmercaptobenzenediazonium chloride), FC(C(C(F)(F)F)F)(S(=O)(=O)O)F (1,1,2,3,3,3-hexafluoropropanesulfonic acid). Solvent: O (water). The product is FC(C(C(F)(F)F)F)(S(=O)(=O)[O-])F.C(C)OC1=C(C=C(C(=C1)SC1=CC=C(C=C1)C)OCC)[N+]#N (2,5-diethoxy-4-p-tolylmercaptobenzenediazonium 1,1,2,3,3,3-hexafluoropropanesulfonate). RXN SMILES: [Cl-].[CH2:2]([O:4][C:5]1[CH:10]=[C:9]([S:11][C:12]2[CH:17]=[CH:16][C:15]([CH3:18])=[CH:14][CH:13]=2)[C:8]([O:19][CH2:20][CH3:21])=[CH:7][C:6]=1[N+:22]#[N:23])[CH3:3].[F:24][C:25]([F:36])([S:32]([OH:35])(=[O:34])=[O:33])[CH:26]([F:31])[C:27]([F:30])([F:29])[F:28]>O>[F:36][C:25]([F:24])([S:32]([O-:35])(=[O:33])=[O:34])[CH:26]([F:31])[C:27]([F:28])([F:30])[F:29].[CH2:2]([O:4][C:5]1[CH:10]=[C:9]([S:11][C:12]2[CH:13]=[CH:14][C:15]([CH3:18])=[CH:16][CH:17]=2)[C:8]([O:19][CH2:20][CH3:21])=[CH:7][C:6]=1[N+:22]#[N:23])[CH3:3] |f:0.1,4.5|. Procedure: 50 g of 2,5-diethoxy-4-p-tolylmercaptobenzenediazonium chloride 1/2 ZnCl2 were dissolved in 1.5 1 of water. 20 ml of 1,1,2,3,3,3-hexafluoropropanesulfonic acid were then added dropwise to the filtered solution while stirring vigorously. The product, which precipitates as oily drops, solidified after a few minutes, was filtered off by suction, suspended in 1 1 of water while stirring vigorously, again filtered off by suction and, finally, dried. 56.5 g of 2,5-diethoxy-4-p-tolylmercaptobenzenediaz... Starting materials: ClC1=CC=C(C=C1)C(O)(C1CCNCC1)C1=CC=CC=C1 (α-(p-chlorophenyl)-α-phenyl-4-piperidinemethanol), ClCCCC(=O)C1=CC=C(C=C1)F (4-chloro-4'-fluorobutyrophenone), C([O-])(O)=O.[Na+] (sodium bicarbonate), [I-].[K+] (potassium iodide). The solvent is C1(=CC=CC=C1)C (toluene). Yields the product Cl.FC1=CC=C(C=C1)C(CCCN1CCC(CC1)C(C1=CC=CC=C1)(C1=CC=C(C=C1)Cl)O)=O (4'-fluoro-4-[4-[α-hydroxy-α-(p-chlorophenyl)benzyl]piperidino]butyrophenone hydrochloride). Reaction SMILES: [Cl:1][C:2]1[CH:7]=[CH:6][C:5]([C:8]([C:16]2[CH:21]=[CH:20][CH:19]=[CH:18][CH:17]=2)([CH:10]2[CH2:15][CH2:14][NH:13][CH2:12][CH2:11]2)[OH:9])=[CH:4][CH:3]=1.Cl[CH2:23][CH2:24][CH2:25][C:26]([C:28]1[CH:33]=[CH:32][C:31]([F:34])=[CH:30][CH:29]=1)=[O:27].C(=O)(O)[O-].[Na+].[I-].[K+]>C1(C)C=CC=CC=1>[ClH:1].[F:34][C:31]1[CH:30]=[CH:29][C:28]([C:26](=[O:27])[CH2:25][CH2:24][CH2:23][N:13]2[CH2:14][CH2:15][CH:10]([C:8]([OH:9])([C:5]3[CH:6]=[CH:7][C:2]([Cl:1])=[CH:3][CH:4]=3)[C:16]3[CH:17]=[CH:18][CH:19]=[CH:20][CH:21]=3)[CH2:11][CH2:12]2)=[CH:33][CH:32]=1 |f:2.3,4.5,7.8|. Procedure details: A mixture of 14 g (0.0465 mole) of α-(p-chlorophenyl)-α-phenyl-4-piperidinemethanol, 12 g (0.06 mole) of 4-chloro-4'-fluorobutyrophenone, 16.8 g (0.2 mole) of sodium bicarbonate and a small amount of potassium iodide in 500 ml of toluene is refluxed 60 hours then filtered. The filtrate is concentrated to an oil which is dissoved in ether and treated with ethereal HCl. The resulting precipitate is collected and recrystallized from methanol-ethyl acetate and then methylene chloride to give 4'-fluo... Reactants: CC(CC(O)C1=C(OC(=C1)C1=CC=CC=C1)C)(C)C (3,3-dimethyl-1-(2-methyl-5-phenylfuran-3-yl)butan-1-ol), S(=O)(Cl)Cl (thionyl chloride). The solvent is C1(=CC=CC=C1)C (toluene). Reaction conditions: time 8 hour. Yields the product ClC(CC(C)(C)C)C1=C(OC(=C1)C1=CC=CC=C1)C (3-(1-chloro-3,3-dimethylbutyl)-2-methyl-5-phenylfuran). The yield is 100.0%. RXN SMILES: [CH3:1][C:2]([CH3:19])([CH3:18])[CH2:3][CH:4]([C:6]1[CH:10]=[C:9]([C:11]2[CH:16]=[CH:15][CH:14]=[CH:13][CH:12]=2)[O:8][C:7]=1[CH3:17])O.S(Cl)([Cl:22])=O>C1(C)C=CC=CC=1>[Cl:22][CH:4]([C:6]1[CH:10]=[C:9]([C:11]2[CH:16]=[CH:15][CH:14]=[CH:13][CH:12]=2)[O:8][C:7]=1[CH3:17])[CH2:3][C:2]([CH3:19])([CH3:18])[CH3:1]. Procedure details: To a solution of 3,3-dimethyl-1-(2-methyl-5-phenylfuran-3-yl)butan-1-ol (1.1 g) in toluene (15 mL) was added thionyl chloride (0.6 mL), and the mixture was stirred at room temperature overnight. The solvent was evaporated under reduced pressure to give the title compound (1.1 g, 100%) as an oil. Reactants: [BH4-].[Na+] (Sodium borohydride), BrC=1C=C(C(=C(C=O)C1)OC)[N+](=O)[O-] (5-bromo-2-methoxy-3-nitrobenzaldehyde). Solvent: CO (methanol), O1CCCC1 (tetrahydrofuran). Conditions: time 1 hour. Yields the product BrC=1C=C(C(=C(CO)C1)OC)[N+](=O)[O-] (5-Bromo-2-methoxy-3-nitrobenzyl Alcohol). Isolated yield 82.3%. RXN SMILES: [BH4-].[Na+].[Br:3][C:4]1[CH:5]=[C:6]([N+:14]([O-:16])=[O:15])[C:7]([O:12][CH3:13])=[C:8]([CH:11]=1)[CH:9]=[O:10]>CO.O1CCCC1>[Br:3][C:4]1[CH:5]=[C:6]([N+:14]([O-:16])=[O:15])[C:7]([O:12][CH3:13])=[C:8]([CH:11]=1)[CH2:9][OH:10] |f:0.1|. Procedure: Sodium borohydride (4 g) was added in portions to a stirring solution of crude 5-bromo-2-methoxy-3-nitrobenzaldehyde (20.5 g) in methanol (350 mL) and tetrahydrofuran (150 mL) at 0° C. After 1 h, the methanol was removed in vacuo. The residue was treated with cold water (150 mL) and extracted with diethyl ether (2×150 mL). The combined organic layer was evaporated in vacuo to give a crude oil. Silica gel chromatography eluting with ethyl acetate in petroleum ether (10–40%) gave the title compoun...